From a dataset of the Open Reaction Database (ORD), a public repository of structured organic reaction records. describe an organic reaction: reactants, conditions, products, and yield The reactants are C(CCCC#C)C12SCC(CS1)(CS2)CCC (1-(hex-5-ynyl)-4-n-propyl-2,6,7-trithiabicyclo [2.2.2]octane), ClC1=CC(=CC=C1)C(=O)OO (3-chloroperbenzoic acid), C(C)(=O)[O-].[Na+] (sodium acetate). Solvent: C(C)#N (acetonitrile). Run at time 24 hour. The product is C(CCCC#C)C12S(CC(CS1)(CS2)CCC)=O (1-(hex-5-ynyl)-4-n-propyl-2,6,7-trithiabicyclo[ 2.2.2]octane 2-oxide). Yield: 41.6%. RXN SMILES: [CH2:1]([C:7]12[S:14][CH2:13][C:10]([CH2:15][CH2:16][CH3:17])([CH2:11][S:12]1)[CH2:9][S:8]2)[CH2:2][CH2:3][CH2:4][C:5]#[CH:6].ClC1C=CC=C(C(OO)=[O:26])C=1.C([O-])(=O)C.[Na+]>C(#N)C>[CH2:1]([C:7]12[S:12][CH2:11][C:10]([CH2:15][CH2:16][CH3:17])([CH2:9][S:8]1)[CH2:13][S:14]2=[O:26])[CH2:2][CH2:3][CH2:4][C:5]#[CH:6] |f:2.3|. Procedure: A mixture of 1-(hex-5-ynyl)-4-n-propyl-2,6,7-trithiabicyclo [2.2.2]octane (1.07 g. 1.0 equivalent), 3-chloroperbenzoic acid (0.80 g., 1.05 equivalent, 85% Lancaster Synthesis), and anhydrous sodium acetate (1.0 g.) in anhydrous acetonitrile was stirred at 20° from 24 hours. The solvent was removed in vacuo and the residue partitioned between water and ethyl acetate. The organic phase was separated, washed with sodium hydrogen carbonate solution and brine before drying over anhydrous magnesium su...